Dataset: the Open Reaction Database (ORD), a public repository of structured organic reaction records. Task: describe an organic reaction: reactants, conditions, products, and yield Starting materials: [BH4-], O=C([O-])[O-], CO, [K+], [K+], O=C(CBr)c1ccc([N+](=O)[O-])cc1, [Na+]. Product: O=[N+]([O-])c1ccc(C2CO2)cc1. As a reaction SMILES: [BH4-:14].[C:16](=[O:17])([O-:18])[O-:19].[CH3:22][OH:23].[K+:20].[K+:21].[N+:1](=[O:2])([O-:3])[c:4]1[cH:5][cH:6][c:7]([C:8]([CH2:9][Br:10])=[O:11])[cH:12][cH:13]1.[Na+:15]>>[N+:1](=[O:2])([O-:3])[c:4]1[cH:5][cH:6][c:7]([CH:8]2[CH2:9][O:11]2)[cH:12][cH:13]1.